From a dataset of the Open Reaction Database (ORD), a public repository of structured organic reaction records. describe an organic reaction: reactants, conditions, products, and yield Reactants: C1(=CC=C(C=C1)N1N=C(C=C1N)C1=CC=C(C=C1)NS(=O)(=O)C1=CC=C(C=C1)N)C (1-(4-tolyl)-3-(4′-(4-aminophenyl)sulfonylamino phenyl)-5-aminopyrazole), C=O (formaldehyde), O (H2O), [BH3-]C#N.[Na+] (NaCNBH3), C(C)#N (acetonitrile). Solvent: C(=O)(O)[O-].[Na+] (NaHCO3), C(C)(=O)O (acetic acid). Reaction conditions: time 8 hour. Yields the product CNC1=CC=C(C=C1)S(=O)(=O)NC1=CC=C(C=C1)C1=NN(C(=C1)NC)C1=CC=C(C=C1)C (4-(methylamino)-N-[4-[5-(methylamino)-1-(4-methylphenyl)-1H-pyrazol-3-yl]phenyl]-benzensulfonamide). As a reaction SMILES: [C:1]1([CH3:30])[CH:6]=[CH:5][C:4]([N:7]2[C:11](N)=[CH:10][C:9]([C:13]3[CH:18]=[CH:17][C:16]([NH:19][S:20]([C:23]4[CH:28]=[CH:27]C(N)=C[CH:24]=4)(=[O:22])=[O:21])=[CH:15][CH:14]=3)=[N:8]2)=[CH:3][CH:2]=1.[CH2:31]=O.O.[BH3-][C:35]#[N:36].[Na+].[C:38](#[N:40])[CH3:39]>C(O)(=O)C.C([O-])(O)=O.[Na+]>[CH3:31][NH:40][C:38]1[CH:27]=[CH:28][C:23]([S:20]([NH:19][C:16]2[CH:15]=[CH:14][C:13]([C:9]3[CH:10]=[C:11]([NH:36][CH3:35])[N:7]([C:4]4[CH:3]=[CH:2][C:1]([CH3:30])=[CH:6][CH:5]=4)[N:8]=3)=[CH:18][CH:17]=2)(=[O:22])=[O:21])=[CH:24][CH:39]=1 |f:3.4,7.8|. Procedure: To a solution of 1-(4-tolyl)-3-(4′-(4-aminophenyl)sulfonylamino phenyl)-5-aminopyrazole (0.07 g, 0.34 mmol) in acetonitrile (5 mL) at room temperature was added 37% formaldehyde in H2O (0.028 mL, 0.34 mmol), acetic acid (0.01 mL) and NaCNBH3 (0.02 g, 0.34 mmol). The mixture was stirred at room temperature overnight. The mixture was diluted with saturated aqueous NaHCO3 solution (10 mL) and extracted with EtOAc (50 mL). The organic layer was separated, dried over Na2SO4 and concentrated. The resi...